This data is from the Open Reaction Database (ORD), a public repository of structured organic reaction records. The task is: describe an organic reaction: reactants, conditions, products, and yield Procedure: The title compound was synthesized in analogy to Example 280c, using 5-cyclopropyl-6-(2,2,2-trifluoro-ethoxy)-pyridine-2-carboxylic acid (Example 301a) and 2,2,2-trifluoro-1-(pyridin-2-yl)ethanamine (CAN 35272-15-2) as starting materials, MS (EI): m/e=420.1 [M+H]+. Yields the product FC(C(C1=NC=CC=C1)NC(=O)C1=NC(=C(C=C1)C1CC1)OCC(F)(F)F)(F)F (5-Cyclopropyl-6-(2,2,2-trifluoro-ethoxy)-pyridine-2-carboxylic acid (2,2,2-trifluoro-1-pyridin-2-yl-ethyl)-amide). Reactants: C1(CC1)C=1C=CC(=NC1OCC(F)(F)F)C(=O)O (5-cyclopropyl-6-(2,2,2-trifluoro-ethoxy)-pyridine-2-carboxylic acid), FC(C(N)C1=NC=CC=C1)(F)F (2,2,2-trifluoro-1-(pyridin-2-yl)ethanamine). Reaction SMILES: [CH:1]1([C:4]2[CH:5]=[CH:6][C:7]([C:16]([OH:18])=O)=[N:8][C:9]=2[O:10][CH2:11][C:12]([F:15])([F:14])[F:13])[CH2:3][CH2:2]1.[F:19][C:20]([F:30])([F:29])[CH:21]([C:23]1[CH:28]=[CH:27][CH:26]=[CH:25][N:24]=1)[NH2:22]>>[F:30][C:20]([F:19])([F:29])[CH:21]([NH:22][C:16]([C:7]1[CH:6]=[CH:5][C:4]([CH:1]2[CH2:2][CH2:3]2)=[C:9]([O:10][CH2:11][C:12]([F:13])([F:14])[F:15])[N:8]=1)=[O:18])[C:23]1[CH:28]=[CH:27][CH:26]=[CH:25][N:24]=1.